Dataset: the Open Reaction Database (ORD), a public repository of structured organic reaction records. Task: describe an organic reaction: reactants, conditions, products, and yield Starting materials: BrCC(C(=O)OCC)=O (Ethyl bromopyruvate), N=1C(=NN2C1CCCC2)N (5,6,7,8-tetrahydro-[1,2,4]triazolo[1,5-a]pyridin-2-ylamine). The solvent is COCCOC (1,2-dimethoxyethane). Run at time 5 hour. Product: C(C)OC(=O)C=1N=C2N(N3CCCCC3=N2)C1 (4,5,6,7-Tetrahydro-1,3a,3b,8-tetraaza-cyclopenta[a]indene-2-carboxylic acid ethyl ester), solid. The yield is 77.0%. As a reaction SMILES: Br[CH2:2][C:3](=O)[C:4]([O:6][CH2:7][CH3:8])=[O:5].[N:10]1[C:11]([NH2:19])=[N:12][N:13]2[CH2:18][CH2:17][CH2:16][CH2:15][C:14]=12>COCCOC>[CH2:7]([O:6][C:4]([C:3]1[N:19]=[C:11]2[N:10]=[C:14]3[N:13]([CH2:18][CH2:17][CH2:16][CH2:15]3)[N:12]2[CH:2]=1)=[O:5])[CH3:8]. Procedure details: Ethyl bromopyruvate (10.23 g) was added to the mixture of 5,6,7,8-tetrahydro-[1,2,4]triazolo[1,5-a]pyridin-2-ylamine (5.8 g) in 1,2-dimethoxyethane (320 mL). The reaction mixture was stirred for 5 hours at room temperature and concentrated to 100 mL under reduced pressure. The precipitate was obtained by an addition of diethyl ether (200 mL), followed by filtration. The precipitate was dissolved in ethanol (175 mL) and stirred for 20 hours at 110° C. in shield tube. The reaction mixture was cool... Isolated yield 95.3%. The solvent is ClCCl (dichloromethane), CN(C=O)C (N,N-dimethylformamide), C(C)(=O)OCC (ethyl acetate). Starting materials: ice, N(=C=O)C1=C(C(=O)OC)C=CC=C1 (methyl 2-isocyanatobenzoate), Br.Br.C(C)(C)(C)N1CCNCC1 (1-tert-butylpiperazine dihydrobromide), C(C)(C)N(C(C)C)CC (N,N-diisopropylethylamine). RXN SMILES: [N:1]([C:4]1[CH:13]=[CH:12][CH:11]=[CH:10][C:5]=1[C:6]([O:8][CH3:9])=[O:7])=[C:2]=[O:3].Br.Br.[C:16]([N:20]1[CH2:25][CH2:24][NH:23][CH2:22][CH2:21]1)([CH3:19])([CH3:18])[CH3:17].C(N(CC)C(C)C)(C)C>ClCCl.CN(C)C=O.C(OCC)(=O)C>[C:16]([N:20]1[CH2:25][CH2:24][N:23]([C:2]([NH:1][C:4]2[CH:13]=[CH:12][CH:11]=[CH:10][C:5]=2[C:6]([O:8][CH3:9])=[O:7])=[O:3])[CH2:22][CH2:21]1)([CH3:19])([CH3:18])[CH3:17] |f:1.2.3|. Run at time 1 hour. Procedure: To an ice cold solution of methyl 2-isocyanatobenzoate (0.18 g, 1.0 mmol) in dichloromethane (3 mL) was added dropwise a solution of 1-tert-butylpiperazine dihydrobromide (0.28 g, 0.92 mmol) and N,N-diisopropylethylamine (0.36 mL, 2.1 mmol) in N,N-dimethylformamide (5 mL). The reaction solution was stirred at room temperature for 1 h, diluted with ethyl acetate, washed with saturated aqueous sodium bicarbonate, dried over magnesium sulfate, filtered, and concentrated in vacuo to give 0.28 g (95%... Product: C(C)(C)(C)N1CCN(CC1)C(=O)NC1=C(C(=O)OC)C=CC=C1 (Methyl 2-[(4-tert-Butylpiperazin-1-ylcarbonyl)amino]benzoate). Reactants: CCO, COC(=O)CC#N, NCc1ccccc1. Yields the product N#CCC(=O)NCc1ccccc1. Reaction SMILES: [CH3:16][CH2:17][OH:18].[CH3:9][O:10][C:11](=[O:12])[CH2:13][C:14]#[N:15].[NH2:1][CH2:2][c:3]1[cH:4][cH:5][cH:6][cH:7][cH:8]1>>[NH:1]([CH2:2][c:3]1[cH:4][cH:5][cH:6][cH:7][cH:8]1)[C:11](=[O:10])[CH2:13][C:14]#[N:15]. The product is Nc1ccccc(Br)c1=O. RXN SMILES: [Br:1][c:2]1[cH:3][cH:4][cH:5][cH:6][c:7]([O:10][CH3:11])[c:8]1=[O:9].[CH3:13][OH:14].[NH3:12]>>[Br:1][c:2]1[cH:3][cH:4][cH:5][cH:6][c:7]([NH2:12])[c:8]1=[O:9]. Reactants: COc1ccccc(Br)c1=O, CO, N.